This data is from the Open Reaction Database (ORD), a public repository of structured organic reaction records. The task is: describe an organic reaction: reactants, conditions, products, and yield Reactants: C[Si](C)(C)C#N (trimethylsilyl cyanide), C1(CCC1)=NS(=O)C(C)(C)C (N-cyclobutylidene-2-methylpropane-2-sulfinamide), [Si](C)(C)(C)C#N (TMS-CN). Reagents/catalysts: [O-]CC.[Ti+4].[O-]CC.[O-]CC.[O-]CC (Titanium (IV) ethoxide). Solvent: CCOC(=O)C (EtOAc), C(Cl)Cl (DCM). Reaction conditions: time 16 hour. Product: C(#N)C1(CCC1)NS(=O)C(C)(C)C (N-(1-cyanocyclobutyl)-2-methylpropane-2-sulfinamide). Isolated yield 81.5%. As a reaction SMILES: C[Si]([C:5]#[N:6])(C)C.[C:7]1(=[N:11][S:12]([C:14]([CH3:17])([CH3:16])[CH3:15])=[O:13])[CH2:10][CH2:9][CH2:8]1>C(Cl)Cl.CCOC(C)=O.[O-]CC.[Ti+4].[O-]CC.[O-]CC.[O-]CC>[C:5]([C:7]1([NH:11][S:12]([C:14]([CH3:17])([CH3:16])[CH3:15])=[O:13])[CH2:8][CH2:9][CH2:10]1)#[N:6] |f:4.5.6.7.8|. Procedure: Titanium (IV) ethoxide (3.03 g, 13.3 mmol) was added to a stirring solution of trimethylsilyl cyanide (7.12 mL, 53.1 mmol) and N-cyclobutylidene-2-methylpropane-2-sulfinamide (4.6 g, 27 mmol) in DCM (100 mL) at rt. The reaction was allowed to stir for 16 h. An additional 1.7 mL of TMS-CN was added followed by 1.5 g of TiOEt4. The reaction was allowed to stir at rt for an additional 16 h. The mixture was diluted with EtOAc and washed with sat NaHCO3, and sat NaCl. The organic phase was dried over... Reactants: [Se](=O)=O (Selenium dioxide), C(C)(=O)C=1C=CC(=C(C1)C=1C(=CC(=CC1)F)C#N)F (5′-acetyl-4,2′-difluorobiphenyl-2-carbonitrile). Solvent: O1CCOCC1.O (1,4dioxane water), O1CCOCC1 (1,4-dioxane). Product: FC=1C=C(C(=CC1)C1=C(C=CC(=C1)C(C=O)=O)F)C#N (4,2′-Difluoro-5′-(2-oxoacetyl)biphenyl-2-carbonitrile). As a reaction SMILES: [Se](=O)=[O:2].[C:4]([C:7]1[CH:8]=[CH:9][C:10]([F:22])=[C:11]([C:13]2[C:14]([C:20]#[N:21])=[CH:15][C:16]([F:19])=[CH:17][CH:18]=2)[CH:12]=1)(=[O:6])[CH3:5]>O1CCOCC1.O.O1CCOCC1>[F:19][C:16]1[CH:15]=[C:14]([C:20]#[N:21])[C:13]([C:11]2[CH:12]=[C:7]([C:4](=[O:6])[CH:5]=[O:2])[CH:8]=[CH:9][C:10]=2[F:22])=[CH:18][CH:17]=1 |f:2.3|. Reported procedure: Selenium dioxide (0.556 g, 5.00 mmol) dissolved in 1,4dioxane:water (4:1, 5 ml) was added in one portion to 5′-acetyl-4,2′-difluorobiphenyl-2-carbonitrile (0.92 g, 3.58 mmol) in 1,4-dioxane (10 ml) and the mixture heated at reflux for 18 h. The reaction was allowed to cool to room temperature, filtered and the filtrate evaporated to give an orange-coloured glassy solid which was used without further purification (0.97 g). Reactants: O[C@H]1C2=C(CCN(C1)C(=O)OCC)SC=C2 (ethyl (S)-4-hydroxy-4,5,7,8-tetrahydro-thieno[2,3-d]azepine-6-carboxylate), [H-].[Na+] (NaH), CI (methyl iodide). The solvent is C1CCOC1 (THF). Conditions: time 15 minute. The product is CO[C@H]1C2=C(CCN(C1)C(=O)OCC)SC=C2 (ethyl (S)-4-methoxy-4,5,7,8-tetrahydro-thieno[2,3-d]azepine-6-carboxylate). As a reaction SMILES: [OH:1][C@@H:2]1[CH2:8][N:7]([C:9]([O:11][CH2:12][CH3:13])=[O:10])[CH2:6][CH2:5][C:4]2[S:14][CH:15]=[CH:16][C:3]1=2.[H-].[Na+].[CH3:19]I>C1COCC1>[CH3:19][O:1][C@@H:2]1[CH2:8][N:7]([C:9]([O:11][CH2:12][CH3:13])=[O:10])[CH2:6][CH2:5][C:4]2[S:14][CH:15]=[CH:16][C:3]1=2 |f:1.2|. Procedure: 3.39 g (14.0 mmol) ethyl (S)-4-hydroxy-4,5,7,8-tetrahydro-thieno[2,3-d]azepine-6-carboxylate in 40 ml THF are mixed batchwise with 0.86 g of 60% NaH mineral oil dispersion while cooling with an ice bath, the mixture is stirred for 15 min and then 1.07 ml methyl iodide are slowly added dropwise. The mixture is stirred for 1 h, poured onto ice water and extracted 3× with ethyl acetate. The combined organic phases are dried with NaSO4 and concentrated. Procedure: In analogy to the procedure described for the preparation of intermediate A-11 [C], (1-{(rac)-3-[5-chloro-3-fluoro-2-(5-methyl-[1,2,4]oxadiazol-3-yl)-phenyl]-6,7-dihydro-5H-[1]pyrindin-7-ylcarbamoyl}-cyclopropyl)-carbamic acid tert-butyl ester (example 36) has been treated with trifluoroacetic acid (90%) to give the title compound as light yellow oil. MS: 428.1 (MH+, 1Cl). Starting materials: C(C)(C)(C)OC(NC1(CC1)C(NC1CCC=2C=C(C=NC12)C1=C(C(=CC(=C1)Cl)F)C1=NOC(=N1)C)=O)=O ((1-{(rac)-3-[5-Chloro-3-fluoro-2-(5-methyl-[1,2,4]oxadiazol-3-yl)-phenyl]-6,7-dihydro-5H-[1]pyrindin-7-ylcarbamoyl}-cyclopropyl)-carbamic acid tert-butyl ester), FC(C(=O)O)(F)F (trifluoroacetic acid). Yields the product ClC=1C=C(C(=C(C1)C=1C=NC=2C(CCC2C1)NC(=O)C1(CC1)N)C1=NOC(=N1)C)F (1-Amino-cyclopropanecarboxylic acid{(rac)-3-[5-chloro-3-fluoro-2-(5-methyl-[1,2,4]oxadiazol-3-yl)-phenyl]-6,7-dihydro-5H-[1]pyrindin-7-yl}-amide). As a reaction SMILES: C(OC(=O)[NH:7][C:8]1([C:11](=[O:36])[NH:12][CH:13]2[C:21]3[N:20]=[CH:19][C:18]([C:22]4[CH:27]=[C:26]([Cl:28])[CH:25]=[C:24]([F:29])[C:23]=4[C:30]4[N:34]=[C:33]([CH3:35])[O:32][N:31]=4)=[CH:17][C:16]=3[CH2:15][CH2:14]2)[CH2:10][CH2:9]1)(C)(C)C.FC(F)(F)C(O)=O>>[Cl:28][C:26]1[CH:25]=[C:24]([F:29])[C:23]([C:30]2[N:34]=[C:33]([CH3:35])[O:32][N:31]=2)=[C:22]([C:18]2[CH:19]=[N:20][C:21]3[CH:13]([NH:12][C:11]([C:8]4([NH2:7])[CH2:10][CH2:9]4)=[O:36])[CH2:14][CH2:15][C:16]=3[CH:17]=2)[CH:27]=1.